The task is: describe an organic reaction: reactants, conditions, products, and yield. This data is from the Open Reaction Database (ORD), a public repository of structured organic reaction records. The reactants are C(C)(=O)OC=1C=C(C=CC1)CCCC(CCC1(C(CCC1=O)=O)C)=O (2-(6-m-acetoxyphenyl-3-oxohexyl)-2-methylcyclopentane-1,3-dione), C1(=CC=C(C=C1)S(=O)(=O)O)C (toluene-p-sulfonic acid), 2-methylcyclopentanedione, C(C)(=O)OC=1C=C(C=CC1)CCCC(CCN(CC)CC)=O (6-m-acetoxyphenyl-1-diethylaminohexan-3-one), C(C)(=O)OC=1C=C(C=CC1)CCCC(C=C)=O (6-m-acetoxyphenylhex-1-en-3-one). Run in C1=CC=CC=C1 (benzene), CCOCC (ether). Product: C[C@]12C(CC=C2C2=C(CC1)C=1C=CC(=CC1CC2)O)=O (13β-methyl-3-hydroxygona-1,3,5(10),8,14-pentaen-17-one). RXN SMILES: C(OC1C=C(CCCC(=O)[CH2:15][CH2:16][C:17]2([CH3:24])[C:21](=O)[CH2:20][CH2:19][C:18]2=[O:23])C=CC=1)(=O)C.C([O:29][C:30]1[CH:31]=[C:32]([CH2:36][CH2:37][CH2:38][C:39](=O)CCN(CC)CC)[CH:33]=[CH:34][CH:35]=1)(=O)C.C(OC1C=C(CCCC(=O)C=C)C=CC=1)(=O)C.C1(C)C=CC(S(O)(=O)=O)=CC=1>C1C=CC=CC=1.CCOCC>[CH3:24][C@:17]12[CH2:16][CH2:15][C:39]3[C:33]4[CH:34]=[CH:35][C:30]([OH:29])=[CH:31][C:32]=4[CH2:36][CH2:37][C:38]=3[C:21]1=[CH:20][CH2:19][C:18]2=[O:23]. Procedure: Reflux 2-(6-m-acetoxyphenyl-3-oxohexyl)-2-methylcyclopentane-1,3-dione (0.8 g, the product of Michael condensation of 2-methylcyclopentanedione and a mixture of 6-m-acetoxyphenyl-1-diethylaminohexan-3-one and 6-m-acetoxyphenylhex-1-en-3-one, and containing some of the corresponding free phenolic compound) in benzene (25 cc) with toluene-p-sulfonic acid (0.3 g) for 50 minutes. On cooling add ether (50 cc) and wash the mixture in turn with water, saturated aqueous potassium bicarbonate, and brine;...